From a dataset of the Open Reaction Database (ORD), a public repository of structured organic reaction records. describe an organic reaction: reactants, conditions, products, and yield RXN SMILES: [Cl:1][C:2]1[CH:10]=[CH:9][C:5]([C:6](O)=[O:7])=[CH:4][N:3]=1.S(Cl)(Cl)=O.Cl.[CH3:16][NH:17][O:18][CH3:19]>C(N(CC)CC)C>[CH3:19][O:18][N:17]([CH3:16])[C:6](=[O:7])[C:5]1[CH:9]=[CH:10][C:2]([Cl:1])=[N:3][CH:4]=1 |f:2.3|. Reaction conditions: time 1 hour. Yields the product CON(C(C1=CN=C(C=C1)Cl)=O)C (N-Methoxy-N-Methyl-6-chloronicotinamide). Procedure details: A mixture of 6-chloronicotinic acid (80 g, 0.48 mmol) and thionyl chloride (400 ml) was heated under reflux for 3 hours. The cooled mixture was evaporated under reduced pressure and the residue was dissolved in dichloromethane (600 ml). N,O-dimethylhydroxylamine hydrochloride (54.6 g, 0.56 mmol) was added to the mixture which was then cooled in ice and treated with triethylamine (200 ml). The suspension was stirred for 1 hour at room temperature and was then filtered. The filtrate was washed wit... Yield: 93459.2%. The solvent is C(C)N(CC)CC (triethylamine). Reactants: ClC1=NC=C(C(=O)O)C=C1 (6-chloronicotinic acid), S(=O)(Cl)Cl (thionyl chloride), Cl.CNOC (N,O-dimethylhydroxylamine hydrochloride).